The task is: describe an organic reaction: reactants, conditions, products, and yield. This data is from the Open Reaction Database (ORD), a public repository of structured organic reaction records. Reactants: CO, COC(=O)c1ccc2c(c1)CC(C)(C)C(c1ccc(Cl)c(NC(=O)C(C)C)c1)N2, [Na+], [OH-]. The product is CC(C)C(=O)Nc1cc(C2Nc3ccc(C(=O)O)cc3CC2(C)C)ccc1Cl. RXN SMILES: [CH3:32][OH:33].[Cl:1][c:2]1[c:3]([NH:24][C:25]([CH:26]([CH3:27])[CH3:28])=[O:29])[cH:4][c:5]([CH:8]2[NH:9][c:10]3[cH:11][cH:12][c:13]([C:20](=[O:21])[O:22][CH3:23])[cH:14][c:15]3[CH2:16][C:17]2([CH3:18])[CH3:19])[cH:6][cH:7]1.[Na+:31].[OH-:30]>>[Cl:1][c:2]1[c:3]([NH:24][C:25]([CH:26]([CH3:27])[CH3:28])=[O:29])[cH:4][c:5]([CH:8]2[NH:9][c:10]3[cH:11][cH:12][c:13]([C:20](=[O:21])[OH:22])[cH:14][c:15]3[CH2:16][C:17]2([CH3:18])[CH3:19])[cH:6][cH:7]1. The reactants are Cc1cc(C)c(C=O)c(C)c1, Cc1ccccc1, O=[PH](c1ccccc1)c1ccccc1. The product is Cc1cc(C)c(C(O)P(=O)(c2ccccc2)c2ccccc2)c(C)c1. RXN SMILES: [CH3:15][c:16]1[c:17]([CH:18]=[O:19])[c:20]([CH3:25])[cH:21][c:22]([CH3:24])[cH:23]1.[CH3:26][c:27]1[cH:28][cH:29][cH:30][cH:31][cH:32]1.[c:1]1([PH:7]([c:8]2[cH:9][cH:10][cH:11][cH:12][cH:13]2)=[O:14])[cH:2][cH:3][cH:4][cH:5][cH:6]1>>[c:1]1([P:7]([c:8]2[cH:9][cH:10][cH:11][cH:12][cH:13]2)(=[O:14])[CH:18]([c:17]2[c:16]([CH3:15])[cH:23][c:22]([CH3:24])[cH:21][c:20]2[CH3:25])[OH:19])[cH:2][cH:3][cH:4][cH:5][cH:6]1. Reactants: C1(=CC=CC=C1)C1=C2C(=C(C=3C=4C=CC(=C5C=CC=C(C13)C54)B(O)O)C5=CC=CC=C5)C=CC=C2 (7,12-diphenylbenzo[k]fluoranthene-3-yl boronic acid), BrC1=CC2=CC=C(C=C2C=C1)Br (2,6-dibromo-naphthalene). Product: BrC=1C=C2C=CC(=CC2=CC1)C1=C2C=CC=C3C=4C(=C5C(=C(C4C(C=C1)=C32)C3=CC=CC=C3)C=CC=C5)C5=CC=CC=C5 (3-(6-bromonaphthalen-2-yl)-7,12-diphenylbenzo[k]fluoranthene). As a reaction SMILES: [C:1]1([C:7]2[C:21]3[C:20]4[C:22]5[C:16]([CH:17]=[CH:18][CH:19]=4)=[C:15](B(O)O)[CH:14]=[CH:13][C:12]=5[C:11]=3[C:10]([C:26]3[CH:31]=[CH:30][CH:29]=[CH:28][CH:27]=3)=[C:9]3[CH:32]=[CH:33][CH:34]=[CH:35][C:8]=23)[CH:6]=[CH:5][CH:4]=[CH:3][CH:2]=1.Br[C:37]1[CH:46]=[CH:45][C:44]2[C:39](=[CH:40][CH:41]=[C:42]([Br:47])[CH:43]=2)[CH:38]=1>>[Br:47][C:42]1[CH:43]=[C:44]2[C:39](=[CH:40][CH:41]=1)[CH:38]=[C:37]([C:15]1[CH:14]=[CH:13][C:12]3=[C:22]4[C:16]=1[CH:17]=[CH:18][CH:19]=[C:20]4[C:21]1[C:7]([C:1]4[CH:2]=[CH:3][CH:4]=[CH:5][CH:6]=4)=[C:8]4[CH:35]=[CH:34][CH:33]=[CH:32][C:9]4=[C:10]([C:26]4[CH:31]=[CH:30][CH:29]=[CH:28][CH:27]=4)[C:11]=13)[CH:46]=[CH:45]2. Procedure: It was carried out in a similar manner as Synthesis Example 1 except that 7,12-diphenylbenzo[k]fluoranthene-3-yl boronic acid was employed instead of 9,9-dimethyl-911-fluorene-2-yl boronic acid, and that 2,6-dibromo-naphthalene was employed instead of 3-bromo-7,12-dibenzo[k]fluoranthene in Synthesis Example 1 to obtain 3-(6-bromonaphthalen-2-yl)-7,12-diphenylbenzo[k]fluoranthene. The reactants are C(C)NCC1=CC=C(S1)B(O)O ({5-[(ethylamino)methyl]-2-thienyl}boronic acid), C(C)C(CNCC1=CC=C(S1)C=1C=C2C(=CNC2=C(C1)C(=O)N)C1CCN(CC1)S(=O)(=O)CC)CC (5-(5-{[(2-ethylbutyl)amino]methyl}-2-thienyl)-3-[1-(ethylsulfonyl)-4-piperidinyl]-1H-indole-7-carboxamide), C(=O)C1=CC=C(S1)B(O)O ((5-formyl-2-thienyl)boronic acid), [BH3-]C#N.[Na+] (NaCNBH3), C(C)C(CN)CC ((2-ethylbutyl)amine). Run in CO (MeOH), CO (MeOH). Run at time 20 hour. Product: C(C)C(CNCC1=CC=C(S1)B(O)O)CC ((5-{[(2-ethylbutyl)amino]methyl}-2-thienyl)boronic acid). Reaction SMILES: C(NCC1SC([B:10]([OH:12])[OH:11])=CC=1)C.[CH2:13]([CH:15]([CH2:47][CH3:48])[CH2:16][NH:17][CH2:18][C:19]1[S:23][C:22](C2C=C3C(=C(C(N)=O)C=2)NC=C3C2CCN(S(CC)(=O)=O)CC2)=[CH:21][CH:20]=1)[CH3:14].C(C1SC(B(O)O)=CC=1)=O.[BH3-]C#N.[Na+].C(C(CC)CN)C>CO>[CH2:13]([CH:15]([CH2:47][CH3:48])[CH2:16][NH:17][CH2:18][C:19]1[S:23][C:22]([B:10]([OH:12])[OH:11])=[CH:21][CH:20]=1)[CH3:14] |f:3.4|. Procedure details: The {5-[(ethylamino)methyl]-2-thienyl}boronic acid used to prepare 5-(5-{[(2-ethylbutyl)amino]methyl}-2-thienyl)-3-[1-(ethylsulfonyl)-4-piperidinyl]-1H-indole-7-carboxamide was prepared as follows: A solution of (5-formyl-2-thienyl)boronic acid (50 mg, 0.32 mmol) in MeOH (0.5 mL) and a solution of NaCNBH3 (40 mg, 0.64 mmol) in MeOH (0.5 mL) were added to (2-ethylbutyl)amine (32 mg, 0.32 mmol) in a 2-dram vial. The vial was capped and the reaction was stirred at room temperature for 20 h. The rea... The reactants are CC(=O)OCC1OC(OC(C)=O)C(OC(C)=O)C1OC(C)=O, CC#N, Nc1nc2cc(Cl)c(Cl)cc2[nH]1. Product: CC(=O)OCC1OC(n2c(N)nc3cc(Cl)c(Cl)cc32)C(OC(C)=O)C1OC(C)=O. RXN SMILES: [C:13]([O:14][CH:17]1[CH:18]([O:19][C:20]([CH3:21])=[O:22])[CH:23]([O:24][C:25]([CH3:26])=[O:27])[CH:28]([CH2:30][O:31][C:32]([CH3:33])=[O:34])[O:29]1)(=[O:15])[CH3:16].[CH3:35][C:36]#[N:37].[NH2:1][c:2]1[nH:3][c:4]2[c:5]([n:6]1)[cH:7][c:8]([Cl:12])[c:9]([Cl:11])[cH:10]2>>[NH2:1][c:2]1[n:3]([CH:17]2[CH:18]([O:19][C:20]([CH3:21])=[O:22])[CH:23]([O:24][C:25]([CH3:26])=[O:27])[CH:28]([CH2:30][O:31][C:32]([CH3:33])=[O:34])[O:29]2)[c:4]2[c:5]([n:6]1)[cH:7][c:8]([Cl:12])[c:9]([Cl:11])[cH:10]2. Reactants: CCOC(=O)C1(N)Cc2ccccc2C1, CC(C)Sc1ccccc1C(=O)O, CCN(C(C)C)C(C)C, CC(C)O, ClCCl, ClCCl. Yields the product CCOC(=O)C1(NC(=O)c2ccccc2SC(C)C)Cc2ccccc2C1. As a reaction SMILES: [CH2:17]([CH3:18])[O:19][C:20](=[O:21])[C:22]1([NH2:31])[CH2:23][c:24]2[cH:25][cH:26][cH:27][cH:28][c:29]2[CH2:30]1.[CH:1]([CH3:2])([CH3:3])[S:4][c:5]1[c:6]([C:7](=[O:8])[OH:9])[cH:10][cH:11][cH:12][cH:13]1.[CH:32]([N:33]([CH2:34][CH3:35])[CH:36]([CH3:37])[CH3:38])([CH3:39])[CH3:40].[CH:41]([OH:42])([CH3:43])[CH3:44].[Cl:14][CH2:15][Cl:16].[Cl:45][CH2:46][Cl:47]>>[CH:1]([CH3:2])([CH3:3])[S:4][c:5]1[c:6]([C:7](=[O:9])[NH:31][C:22]2([C:20]([O:19][CH2:17][CH3:18])=[O:21])[CH2:23][c:24]3[cH:25][cH:26][cH:27][cH:28][c:29]3[CH2:30]2)[cH:10][cH:11][cH:12][cH:13]1. Yields the product C1OC=2C=C(C=CC2O1)N[C@@H](C(C)C)C(=O)O (N-(3,4-methylenedioxyphenyl)valine), ( 100 ). Starting materials: m-phenoxybenzyl ester, BrC(C(=O)O)C(C)C (α-bromoisovaleric acid), C1OC=2C=C(N)C=CC2O1 (3,4-methylenedioxyaniline). Reaction SMILES: Br[CH:2]([CH:6]([CH3:8])[CH3:7])[C:3]([OH:5])=[O:4].[CH2:9]1[O:18][C:17]2[CH:16]=[CH:15][C:13]([NH2:14])=[CH:12][C:11]=2[O:10]1>>[CH2:9]1[O:18][C:17]2[CH:16]=[CH:15][C:13]([NH:14][C@H:2]([C:3]([OH:5])=[O:4])[CH:6]([CH3:8])[CH3:7])=[CH:12][C:11]=2[O:10]1. Reported procedure: Following the procedure of Example 1, the m-phenoxybenzyl ester of α-bromoisovaleric acid is reacted with 3,4-methylenedioxyaniline (3 equivalents) at about 75° for about 14 hours to yield the m-phenoxybenzyl ester of N-(3,4-methylenedioxyphenyl)valine, MS m/e 419 (M+, 13.2), 192 (100). The reactants are N(N)C1=NC(=NC(=C1C1=CC=CC=C1)C1=CC=CC=C1)C(F)(F)F (4-hydrazino-5,6-diphenyl-2-(trifluoromethyl)pyrimidine), C(#N)C(C(=O)NC1=CC=CC=C1)=C(SC)SC (2-cyano-3,3-bis(methylthio)-N-phenylacrylamide). The solvent is CO (methanol). Yields the product NC1=C(C(=NN1C1=NC(=NC(=C1C1=CC=CC=C1)C1=CC=CC=C1)C(F)(F)F)SC)C(=O)NC1=CC=CC=C1 (5-amino-1-[5,6-diphenyl-2-(trifluoromethyl)pyrimidin-4-yl]-3-(methylthio)-N-phenyl-1H-pyrazole-4-carboxamide). As a reaction SMILES: [NH:1]([C:3]1[C:8]([C:9]2[CH:14]=[CH:13][CH:12]=[CH:11][CH:10]=2)=[C:7]([C:15]2[CH:20]=[CH:19][CH:18]=[CH:17][CH:16]=2)[N:6]=[C:5]([C:21]([F:24])([F:23])[F:22])[N:4]=1)[NH2:2].[C:25]([C:27](=[C:37](SC)[S:38][CH3:39])[C:28]([NH:30][C:31]1[CH:36]=[CH:35][CH:34]=[CH:33][CH:32]=1)=[O:29])#[N:26]>CO>[NH2:26][C:25]1[N:1]([C:3]2[C:8]([C:9]3[CH:10]=[CH:11][CH:12]=[CH:13][CH:14]=3)=[C:7]([C:15]3[CH:20]=[CH:19][CH:18]=[CH:17][CH:16]=3)[N:6]=[C:5]([C:21]([F:24])([F:23])[F:22])[N:4]=2)[N:2]=[C:37]([S:38][CH3:39])[C:27]=1[C:28]([NH:30][C:31]1[CH:36]=[CH:35][CH:34]=[CH:33][CH:32]=1)=[O:29]. Reported procedure: A solution of 4-hydrazino-5,6-diphenyl-2-(trifluoromethyl)pyrimidine (0.2 gm, 0.63 mmol) in methanol (6 ml) was heated with 2-cyano-3,3-bis(methylthio)-N-phenylacrylamide (0.5 g, 1.89 mmol), overnight, at 60-65° C. The solid that separated out was filtered and washed with isopropyl alcohol (3 ml) to yield the required product. 1H-NMR (CDCl3) δ: 1.98 (s, 3H), 6.96-7.57 (m, 15H), 7.25-7.30 (2H, D2O exchangeable), 8.86 (br, 1H, D2O exchangeable). MS m/z: 547.1 (M++1). Reactants: Cn1c(=O)oc2ccc(Br)cc21, O=C([O-])[O-], CC1(C)OB(c2cncc(C=O)c2)OC1(C)C, COCCOC, [Na+], [Na+]. Product: Cn1c(=O)oc2ccc(-c3cncc(C=O)c3)cc21. As a reaction SMILES: [Br:1][c:2]1[cH:3][cH:4][c:5]2[c:6]([n:7]([CH3:11])[c:8](=[O:10])[o:9]2)[cH:12]1.[C:30](=[O:31])([O-:32])[O-:33].[CH3:13][C:14]1([CH3:15])[C:16]([CH3:17])([CH3:18])[O:19][B:20]([c:21]2[cH:22][c:23]([CH:27]=[O:28])[cH:24][n:25][cH:26]2)[O:29]1.[CH3:36][O:37][CH2:38][CH2:39][O:40][CH3:41].[Na+:34].[Na+:35]>>[c:2]1(-[c:21]2[cH:22][c:23]([CH:27]=[O:28])[cH:24][n:25][cH:26]2)[cH:3][cH:4][c:5]2[c:6]([n:7]([CH3:11])[c:8](=[O:10])[o:9]2)[cH:12]1. Reactants: FCCCC1=CC=C(N)C=C1 (4-(3-Fluoropropyl)aniline), ClC1=NC(=C(C=N1)F)Cl (2,6-dichloro-5-fluoropyrimidine). Solvent: CO (methanol), O (water), O (water). Reaction conditions: time 3 day. Product: ClC1=NC=C(C(=N1)NC1=CC=C(C=C1)CCCF)F (2-chloro-5-fluoro-N4-[4-(3-fluoropropyl)phenyl]-4-pyrimidineamine). RXN SMILES: [F:1][CH2:2][CH2:3][CH2:4][C:5]1[CH:11]=[CH:10][C:8]([NH2:9])=[CH:7][CH:6]=1.[Cl:12][C:13]1[N:18]=[CH:17][C:16]([F:19])=[C:15](Cl)[N:14]=1>CO.O>[Cl:12][C:13]1[N:18]=[C:17]([NH:9][C:8]2[CH:10]=[CH:11][C:5]([CH2:4][CH2:3][CH2:2][F:1])=[CH:6][CH:7]=2)[C:16]([F:19])=[CH:15][N:14]=1. Procedure details: 4-(3-Fluoropropyl)aniline and 2,6-dichloro-5-fluoropyrimidine (1.5 g) were dissolved in methanol (5 mL) and water (1 mL). The reaction solution was stirred at rt for 3 d. The reaction solution was diluted with water (100 mL) and extracted with ethyl acetate (2×100 mL). The organic layers were evaporated and purified by flash column chromatography (EtOAc/hexanes =¼, ½) to give 2-chloro-5-fluoro-N4-[4-(3-fluoropropyl)phenyl]-4-pyrimidineamine.